Dataset: the Open Reaction Database (ORD), a public repository of structured organic reaction records. Task: describe an organic reaction: reactants, conditions, products, and yield Reactants: FC1=C(C(=O)O)C(=CC(=C1F)F)F (2,3,4,6-tetrafluorobenzoic acid), C(C1=CC=CC=C1)N (benzylamine). Solvent: O1CCOCC1 (dioxane). Product: C(C1=CC=CC=C1)NC1=C(C(=O)O)C(=CC(=C1F)F)F (2-benzylamino-3,4,6-trifluorobenzoic acid). As a reaction SMILES: F[C:2]1[C:10]([F:11])=[C:9]([F:12])[CH:8]=[C:7]([F:13])[C:3]=1[C:4]([OH:6])=[O:5].[CH2:14]([NH2:21])[C:15]1[CH:20]=[CH:19][CH:18]=[CH:17][CH:16]=1>O1CCOCC1>[CH2:14]([NH:21][C:2]1[C:10]([F:11])=[C:9]([F:12])[CH:8]=[C:7]([F:13])[C:3]=1[C:4]([OH:6])=[O:5])[C:15]1[CH:20]=[CH:19][CH:18]=[CH:17][CH:16]=1. Procedure details: A mixture of 19.4 g of 2,3,4,6-tetrafluorobenzoic acid, 200 ml of dioxane and 35.3 ml of benzylamine was heated under reflux for 3 hours. The reaction mixture was concentrated to dryness under reduced pressure. Water was added to the residue, and hydrochloric acid was added to adjust the pH of the solution to 3. The solution was then extracted with ethyl acetate. The extract was dried, treated with activated carbon and concentrated. Ether and n-hexane were added to the residue, and the crystals ... Procedure details: To a solution of 4-(2-hydroxybenzyl)-1-(2-hydroxyethyl)-5-isopropyl-3-(2,3,4,6-tetra-O-acetyl-β-D-glucopyranosyloxy)-1H-pyrazole (35 mg) in N,N-dimethylformamide (3 mL) were added benzyl bromide (20 mg) and potassium carbonate (18 mg), and the mixture was stirred at room temperature for 14 hours. The reaction mixture was poured into water, and the resulting mixture was extracted with ethyl acetate. The organic layer was washed with water and dried over anhydrous magnesium sulfate. The solvent wa... The solvent is CO (methanol). Conditions: time 1 hour. RXN SMILES: [CH2:1]([O:8][C:9]1[CH:50]=[CH:49][CH:48]=[CH:47][C:10]=1[CH2:11][C:12]1[C:13]([O:23][C@@H:24]2[O:41][C@H:40]([CH2:42][O:43]C(=O)C)[C@@H:35]([O:36]C(=O)C)[C@H:30]([O:31]C(=O)C)[C@H:25]2[O:26]C(=O)C)=[N:14][N:15]([CH2:20][CH2:21][OH:22])[C:16]=1[CH:17]([CH3:19])[CH3:18])[C:2]1[CH:7]=[CH:6][CH:5]=[CH:4][CH:3]=1.C[O-].[Na+]>CO>[CH2:1]([O:8][C:9]1[CH:50]=[CH:49][CH:48]=[CH:47][C:10]=1[CH2:11][C:12]1[C:13]([O:23][C@@H:24]2[O:41][C@H:40]([CH2:42][OH:43])[C@@H:35]([OH:36])[C@H:30]([OH:31])[C@H:25]2[OH:26])=[N:14][N:15]([CH2:20][CH2:21][OH:22])[C:16]=1[CH:17]([CH3:19])[CH3:18])[C:2]1[CH:7]=[CH:6][CH:5]=[CH:4][CH:3]=1 |f:1.2|. Isolated yield 79.9%. Reactants: C(C1=CC=CC=C1)OC1=C(CC=2C(=NN(C2C(C)C)CCO)O[C@H]2[C@H](OC(C)=O)[C@@H](OC(C)=O)[C@H](OC(C)=O)[C@H](O2)COC(C)=O)C=CC=C1 (4-(2-benzyloxybenzyl)-1-(2-hydroxyethyl)-5-isopropyl-3-(2,3,4,6-tetra-O-acetyl-β-D-glucopyranosyloxy)-1H-pyrazole), C[O-].[Na+] (sodium methoxide). Product: C(C1=CC=CC=C1)OC1=C(CC=2C(=NN(C2C(C)C)CCO)O[C@H]2[C@H](O)[C@@H](O)[C@H](O)[C@H](O2)CO)C=CC=C1 (4-(2-Benzyloxybenzyl)-3-(β-D-glucopyranosyloxy)-1-(2-hydroxyethyl)-5-isopropyl-1H-pyrazole). Starting materials: BrC1=CC=C(CC=2OC(=C(C2C(=O)C2=CC(=C(C=C2)OC)C2CCCC2)C)C)C=C1 ([2-(4bromo-benzyl)4,5-dimethyl-furan-3-yl]-(3-cyclopentyl-4-methoxy-phenyl)-methanone). Solvent: C(Cl)Cl (CH2Cl2). Yields the product BrC1=CC=C(CC=2OC(=C(C2C(=O)C2=CC(=C(C=C2)O)C2CCCC2)C)C)C=C1 ([2-(4-Bromo-benzyl)-4,5-dimethyl-furan-3-yl]-(3-cyclopentyl-4-hydroxy-phenyl)-methanone). The yield is 50.6%. RXN SMILES: [Br:1][C:2]1[CH:30]=[CH:29][C:5]([CH2:6][C:7]2[O:8][C:9]([CH3:28])=[C:10]([CH3:27])[C:11]=2[C:12]([C:14]2[CH:19]=[CH:18][C:17]([O:20]C)=[C:16]([CH:22]3[CH2:26][CH2:25][CH2:24][CH2:23]3)[CH:15]=2)=[O:13])=[CH:4][CH:3]=1>C(Cl)Cl>[Br:1][C:2]1[CH:30]=[CH:29][C:5]([CH2:6][C:7]2[O:8][C:9]([CH3:28])=[C:10]([CH3:27])[C:11]=2[C:12]([C:14]2[CH:19]=[CH:18][C:17]([OH:20])=[C:16]([CH:22]3[CH2:26][CH2:25][CH2:24][CH2:23]3)[CH:15]=2)=[O:13])=[CH:4][CH:3]=1. Reported procedure: The title compound was prepared according to the procedure in Example 5, step 3 using [2-(4bromo-benzyl)4,5-dimethyl-furan-3-yl]-(3-cyclopentyl-4-methoxy-phenyl)-methanone (3.38 g, 7.23 mmol) and 1M boron tribromide/CH2Cl (15.2 mL) in CH2Cl2. Purification on Biotage KP-Sil eluting with 15% acetone/hexane gave 1.66 g (51%) of the title compound. 1H NMR (DMSO-d6) δ 1.39-1.48 (m, 2H), 1.59-1.65 (m, 2H), 1.68-1.76 (m, 2H), 1.79 (s, 3H), 1.88-1.95 (m, 2H), 2.18 (s, 3H), 3.18 (quintet, 1H), 3.81 (s, 2... Reactants: C(C)(=O)OC12CC3CC(CC(C1)C3)C2 (1-acetoxyadamantane), S(O)(O)(=O)=O (sulfuric acid), 20.C, COC1=CC=C(C(=O)OC)C=C1 (methyl 4-methoxybenzoate). Run in CCCCCCC (n-heptane). Reaction conditions: time 48 hour. The product is C12(CC3CC(CC(C1)C3)C2)C=2C=C(C(=O)OC)C=CC2OC (methyl 3-(1-adamantyl)-4-methoxybenzoate). RXN SMILES: C(O[C:5]12[CH2:14][CH:9]3[CH2:10][CH:11]([CH2:13][CH:7]([CH2:8]3)[CH2:6]1)[CH2:12]2)(=O)C.S(=O)(=O)(O)O.[CH3:20][O:21][C:22]1[CH:31]=[CH:30][C:25]([C:26]([O:28][CH3:29])=[O:27])=[CH:24][CH:23]=1>CCCCCCC>[C:5]12([C:23]3[CH:24]=[C:25]([CH:30]=[CH:31][C:22]=3[O:21][CH3:20])[C:26]([O:28][CH3:29])=[O:27])[CH2:12][CH:11]3[CH2:10][CH:9]([CH2:8][CH:7]([CH2:13]3)[CH2:6]1)[CH2:14]2. Procedure: In a 100 ml three-necked flask, under a nitrogen environment, are placed 2 g of 1-acetoxyadamantane and 20 ml of n-heptane. After total dissolution, 0.5 g of concentrated sulfuric acid is added drop by drop. At a temperature of approximately 20.C, 1.71 g of methyl 4-methoxybenzoate is added slowly and agitated for 48 hours. The solid obtained is filtered with sintered glass and washed with water until neutrality is reached. After drying in a vacuum oven for 24 hours at 25 C, one recovered 2 g of... Product: FC1=CC=C(CN2C(OC(C3=C2C=CC(=C3)C)=O)=O)C=C1 (4-Fluorobenzyl-6-methyl-1H-benzo[d][1.3]oxazine-2,4-dione). Reactants: CC1=CC2=C(NC(OC2=O)=O)C=C1 (6-Methyl-1H-benzo[d][1,3]oxazine-2,4-dione), [H-].[Na+] (NaH), ice water, FC1=CC=C(CBr)C=C1 (4-fluorobenzyl bromide). Reported procedure: A solution of Compound 11 (5 g, 28 mmol) in DMF was added slowly to a suspension of NaH (60% in mineral oil, 1.24 g, 31 mmol) in DMF and further stirred at room temperature for 1 h. Then, neat 4-fluorobenzyl bromide (3.81 mL, 31 mmol) was added, and the solution further stirred at room temperature for 3 h. The solution was poured into ice water and the solids formed were filtered, washed several times by water, and dried. The solids were suspended in hexane, sonicated briefly, filtered, and wash... RXN SMILES: [CH3:1][C:2]1[CH:13]=[CH:12][C:5]2[NH:6][C:7](=[O:11])[O:8][C:9](=[O:10])[C:4]=2[CH:3]=1.[H-].[Na+].[F:16][C:17]1[CH:24]=[CH:23][C:20]([CH2:21]Br)=[CH:19][CH:18]=1>CN(C=O)C>[F:16][C:17]1[CH:24]=[CH:23][C:20]([CH2:21][N:6]2[C:5]3[CH:12]=[CH:13][C:2]([CH3:1])=[CH:3][C:4]=3[C:9](=[O:10])[O:8][C:7]2=[O:11])=[CH:19][CH:18]=1 |f:1.2|. Isolated yield 78.9%. Conditions: time 1 hour. The solvent is CN(C)C=O (DMF), CN(C)C=O (DMF). Starting materials: Cl, CC(=O)NCCC1CCc2ccc(N)c(O)c21, O, O=C(Cl)CCCc1ccccc1, c1ccncc1. The product is CC(=O)NCCC1CCc2ccc(NC(=O)CCCc3ccccc3)c(O)c21. RXN SMILES: [ClH:1].[NH2:2][c:3]1[cH:4][cH:5][c:6]2[c:10]([c:11]1[OH:12])[CH:9]([CH2:13][CH2:14][NH:15][C:16]([CH3:17])=[O:18])[CH2:8][CH2:7]2.[OH2:31].[c:19]1([CH2:25][CH2:26][CH2:27][C:28](=[O:29])[Cl:30])[cH:20][cH:21][cH:22][cH:23][cH:24]1.[cH:32]1[cH:33][cH:34][n:35][cH:36][cH:37]1>>[NH:2]([c:3]1[cH:4][cH:5][c:6]2[c:10]([c:11]1[OH:12])[CH:9]([CH2:13][CH2:14][NH:15][C:16]([CH3:17])=[O:18])[CH2:8][CH2:7]2)[C:28]([CH2:27][CH2:26][CH2:25][c:19]1[cH:20][cH:21][cH:22][cH:23][cH:24]1)=[O:29]. Reactants: C(C)(C)(C)OC(=O)N1CCC(CCC1)(F)F (4,4-Difluoro-perhydro-azepine-1-carboxylic acid tert-butyl ester), Cl (HCl). Run at time 8 hour. Yields the product [Cl-].FC1(CC[NH2+]CCC1)F (4,4-Difluoro-perhydro-azepinium chloride). As a reaction SMILES: C(OC([N:8]1[CH2:14][CH2:13][CH2:12][C:11]([F:16])([F:15])[CH2:10][CH2:9]1)=O)(C)(C)C.[ClH:17]>>[Cl-:17].[F:15][C:11]1([F:16])[CH2:12][CH2:13][CH2:14][NH2+:8][CH2:9][CH2:10]1 |f:2.3|. Procedure: To 830 mg (3.53 mmol) of 4,4-Difluoro-perhydro-azepine-1-carboxylic acid tert-butyl ester was added 5 mL of 2 M aq. HCl and stirring was continued overnight at room temperature. The reaction mixture was freeze dried and used for the next step without further purification